From a dataset of the Open Reaction Database (ORD), a public repository of structured organic reaction records. describe an organic reaction: reactants, conditions, products, and yield Reactants: CC(=C)[C@@H]1CC[C@]2([C@H]1[C@H]3CC[C@@H]4[C@]5(CC[C@@H](C([C@@H]5CC[C@]4([C@@]3(CC2)C)C)(C)C)O)C)C(=O)O (betulinic acid), C(Cl)(Cl)Cl.CO (CHCl3 MeOH), C36H57O6, CN(C)C1=NC=CC=C1 (dimethylaminopyridine), CC1C(C(=O)OC1=O)C (dimethylsuccinic anhydride). Run in N1=CC=CC=C1 (pyridine). The product is CC(=C)[C@@H]1CC[C@]2([C@H]1[C@H]3CC[C@@H]4[C@]5(CC[C@@H](C([C@@H]5CC[C@]4([C@@]3(CC2)C)C)(C)C)OC(=O)C(C)(C)CC(=O)O)C)C(=O)O (3-O-(2',2'-dimethylsuccinyl)betulinic acid). Isolated yield 3.1%. Reaction SMILES: [CH3:1][C:2]([C@H:4]1[C@@H:8]2[C@@H:9]3[C@@:22]([CH3:25])([CH2:23][CH2:24][C@@:7]2([C:31]([OH:33])=[O:32])[CH2:6][CH2:5]1)[C@@:21]1([CH3:26])[C@@H:12]([C@:13]2([CH3:30])[C@@H:18]([CH2:19][CH2:20]1)[C:17]([CH3:28])([CH3:27])[C@@H:16]([OH:29])[CH2:15][CH2:14]2)[CH2:11][CH2:10]3)=[CH2:3].[CH3:34]N(C1C=CC=CN=1)C.C[CH:44]1[C:49](=[O:50])[O:48][C:46](=[O:47])[CH:45]1[CH3:51].C(Cl)(Cl)Cl.CO>N1C=CC=CC=1>[CH3:3][C:2]([C@H:4]1[C@@H:8]2[C@@H:9]3[C@@:22]([CH3:25])([CH2:23][CH2:24][C@@:7]2([C:31]([OH:33])=[O:32])[CH2:6][CH2:5]1)[C@@:21]1([CH3:26])[C@@H:12]([C@:13]2([CH3:30])[C@@H:18]([CH2:19][CH2:20]1)[C:17]([CH3:27])([CH3:28])[C@@H:16]([O:29][C:46]([C:45]([CH2:44][C:49]([OH:48])=[O:50])([CH3:51])[CH3:34])=[O:47])[CH2:15][CH2:14]2)[CH2:11][CH2:10]3)=[CH2:1] |f:3.4|. Reported procedure: 3-O-(2',2'-dimethylsuccinyl)betulinic acid (2) was prepared as above using a solution of betulinic acid, dimethylaminopyridine, and dimethylsuccinic anhydride in anhydrous pyridine. The yield was 3.1%. Crystallization form methanol gave colorless needles, melting point 279°-280° C.; [α]D19 +36.2° [c=0.35, CHCl3-MeOH (1:1)]; positive FABMS m/z 585 (M+H)+ ; Negative FABMS m/z 583 (M-H)- ; HR-FABMS calculated for C36H57O6 585.4155, found m/z 585.4156; 1H NMR (pyridine-d5): 0.75, 0.93, 1.03 (×2), 1....